Dataset: the Open Reaction Database (ORD), a public repository of structured organic reaction records. Task: describe an organic reaction: reactants, conditions, products, and yield Reactants: CCCCCCCCCCBr, O=C([O-])[O-], C1CCNCC1, CC(C)=O, [K+], [K+]. Product: CCCCCCCCCCN1CCCCC1. As a reaction SMILES: [Br:7][CH2:8][CH2:9][CH2:10][CH2:11][CH2:12][CH2:13][CH2:14][CH2:15][CH2:16][CH3:17].[C:18](=[O:19])([O-:20])[O-:21].[CH2:1]1[CH2:2][CH2:3][NH:4][CH2:5][CH2:6]1.[CH3:24][C:25](=[O:26])[CH3:27].[K+:22].[K+:23]>>[CH2:1]1[CH2:2][CH2:3][N:4]([CH2:8][CH2:9][CH2:10][CH2:11][CH2:12][CH2:13][CH2:14][CH2:15][CH2:16][CH3:17])[CH2:5][CH2:6]1. Starting materials: ClC1=NC(=CC=C1[N+](=O)[O-])OC (2-chloro-6-methoxy-3-nitropyridine), O1CCOCC1 (dioxane), CB1OB(OB(O1)C)C (trimethylboroxine), C([O-])([O-])=O.[K+].[K+] (potassium carbonate). Reagents/catalysts: [Pd].C1(=CC=CC=C1)P(C1=CC=CC=C1)C1=CC=CC=C1.C1(=CC=CC=C1)P(C1=CC=CC=C1)C1=CC=CC=C1.C1(=CC=CC=C1)P(C1=CC=CC=C1)C1=CC=CC=C1.C1(=CC=CC=C1)P(C1=CC=CC=C1)C1=CC=CC=C1 (tetrakis(triphenyl phosphine) palladium). The solvent is C(C)(=O)OCC (Ethyl acetate). Run at time 15 minute. The product is COC1=CC=C(C(=N1)C)[N+](=O)[O-] (6-Methoxy-2-methyl-3-nitropyridine). RXN SMILES: Cl[C:2]1[C:7]([N+:8]([O-:10])=[O:9])=[CH:6][CH:5]=[C:4]([O:11][CH3:12])[N:3]=1.O1CCOC[CH2:14]1.CB1OB(C)OB(C)O1.C(=O)([O-])[O-].[K+].[K+]>[Pd].C1(P(C2C=CC=CC=2)C2C=CC=CC=2)C=CC=CC=1.C1(P(C2C=CC=CC=2)C2C=CC=CC=2)C=CC=CC=1.C1(P(C2C=CC=CC=2)C2C=CC=CC=2)C=CC=CC=1.C1(P(C2C=CC=CC=2)C2C=CC=CC=2)C=CC=CC=1.C(OCC)(=O)C>[CH3:12][O:11][C:4]1[N:3]=[C:2]([CH3:14])[C:7]([N+:8]([O-:10])=[O:9])=[CH:6][CH:5]=1 |f:3.4.5,6.7.8.9.10|. Procedure: To a stirred suspension of 2-chloro-6-methoxy-3-nitropyridine (2.44 g, 12.9 mmol) in 10% v/v aqueous dioxane (25 mL) was added tetrakis(triphenyl phosphine) palladium (1.50 g, 1.3 mmol) and the mixture stirred for 15 min prior to the addition of trimethylboroxine (1.81 mL, 12.9 mmol) and potassium carbonate (5.36 g, 38.8 mmol). The reaction mixture was heated under reflux for 6 h then allowed to cool to rt over 16 h. Ethyl acetate (100 mL) was added and the mixture stirred vigorously for 1 h. Th... Procedure details: To a solution of quinolin-6-amine (666 mg, 4.62 mmol) in CH3OH (15 ml) was added 40% aqueous formaldehyde (1 ml), NaBH3CN (400 mg, 6.37 mmol) with stirring for 3 days at room temperature and diluted with water (150 ml), extracted with ethyl acetate (3×30 ml), dried over magnesium sulfate and concentrated in vacuo to give a residue, which was purified by a silica gel column chromatography with 5%-20% ethyl acetate in petroleum ether to give N,N-dimethylquinolin-6-amine as a solid (400 mg, 50%). The product is CN(C=1C=C2C=CC=NC2=CC1)C (N,N-dimethylquinolin-6-amine). Run in CO (CH3OH), O (water). Run at time 3 day. Reactants: N1=CC=CC2=CC(=CC=C12)N (quinolin-6-amine), C=O (formaldehyde), [BH3-]C#N.[Na+] (NaBH3CN). As a reaction SMILES: [N:1]1[C:10]2[C:5](=[CH:6][C:7](N)=[CH:8][CH:9]=2)[CH:4]=[CH:3][CH:2]=1.[CH2:12]=O.[BH3-][C:15]#[N:16].[Na+]>CO.O>[CH3:12][N:16]([CH3:15])[C:7]1[CH:6]=[C:5]2[C:10](=[CH:9][CH:8]=1)[N:1]=[CH:2][CH:3]=[CH:4]2 |f:2.3|. The yield is 50.0%. The reactants are COC1=C(C=NC=C1)C=1NC2=CC=C(C=C2C1)C#N (2-(4-methoxy-pyridin-3-yl)-1H-indole-5-carbonitrile), [H-].[Na+] (sodium hydride), oil, IC (Iodomethane), C(=O)(O)[O-].[Na+] (NaHCO3). The solvent is CN(C)C=O (DMF). Reaction conditions: time 30 minute. The product is COC1=C(C=NC=C1)C=1N(C2=CC=C(C=C2C1)C#N)C (2-(4-methoxy-pyridin-3-yl)-1-methyl-1H-indole-5-carbonitrile). RXN SMILES: [CH3:1][O:2][C:3]1[CH:8]=[CH:7][N:6]=[CH:5][C:4]=1[C:9]1[NH:10][C:11]2[C:16]([CH:17]=1)=[CH:15][C:14]([C:18]#[N:19])=[CH:13][CH:12]=2.[H-].[Na+].IC.[C:24]([O-])(O)=O.[Na+]>CN(C=O)C>[CH3:1][O:2][C:3]1[CH:8]=[CH:7][N:6]=[CH:5][C:4]=1[C:9]1[N:10]([CH3:24])[C:11]2[C:16]([CH:17]=1)=[CH:15][C:14]([C:18]#[N:19])=[CH:13][CH:12]=2 |f:1.2,4.5|. Reported procedure: To a solution of 2-(4-methoxy-pyridin-3-yl)-1H-indole-5-carbonitrile (Example 90, 178 mg, 0.649 mmol) in DMF (4 mL) is added 60% sodium hydride in mineral oil (78 mg, 1.95 mmol) and the suspension is stirred for 30 min. Iodomethane (138 mg, 0.97 mmol) is then added to the reaction mixture which is stirred at ambient temperature for 1 h. Aqueous NaHCO3 (3 mL) is added to quench the reaction and the mixture is filtered and purified by HPLC using an Xbridge C18 with a gradient of acetonitrile in 0.... Solvent: C1CCOC1 (THF). Procedure: 1 M lithium bis(trimethylsilyl)amide in toluene (0.13 mL, 0.13 mmol) was added dropwise to a solution of rac-methyl 4-((4R,7S)-7-hydroxy-1-methyl-3-(pyridin-2-yl)-7-(trifluoromethyl)-1,4,5,6,7,8-hexahydrocyclohepta[c]pyrazol-4-yl)-3-methylbenzoate (0.018 g, 0.04 mmol) and 2-methylpyridin-3-amine (6.4 mg, 0.06 mmol, Appollo) in THF (1 mL) at 0° C. The mixture was allowed to warm to rt. After about 2 h, the mixture was cooled to about 0° C. 2-Methylpyridin-3-amine (4.2 mg, 0.04 mmol) and 1 M lithi... Reaction conditions: time 2 hour. Starting materials: C[Si](C)(C)[N-][Si](C)(C)C.[Li+] (lithium bis(trimethylsilyl)amide), C1(=CC=CC=C1)C (toluene), O[C@]1(CC[C@@H](C2=C(N(N=C2C2=NC=CC=C2)C)C1)C1=C(C=C(C(=O)OC)C=C1)C)C(F)(F)F (rac-methyl 4-((4R,7S)-7-hydroxy-1-methyl-3-(pyridin-2-yl)-7-(trifluoromethyl)-1,4,5,6,7,8-hexahydrocyclohepta[c]pyrazol-4-yl)-3-methylbenzoate), CC1=NC=CC=C1N (2-methylpyridin-3-amine), CC1=NC=CC=C1N (2-Methylpyridin-3-amine), C[Si](C)(C)[N-][Si](C)(C)C.[Li+] (lithium bis(trimethylsilyl)amide), C1(=CC=CC=C1)C (toluene), NH4 Cl. Product: O[C@]1(CC[C@@H](C2=C(N(N=C2C2=NC=CC=C2)C)C1)C1=C(C=C(C(=O)NC=2C(=NC=CC2)C)C=C1)C)C(F)(F)F (rac-4-((4R,7S)-7-hydroxy-1-methyl-3-(pyridin-2-yl)-7-(trifluoromethyl)-1,4,5,6,7,8-hexahydrocyclohepta[c]pyrazol-4-yl)-3-methyl-N-(2-methylpyridin-3-yl)benzamide). The yield is 4.7%. As a reaction SMILES: C[Si]([N-][Si](C)(C)C)(C)C.[Li+].C1(C)C=CC=CC=1.[OH:18][C@:19]1([C:47]([F:50])([F:49])[F:48])[CH2:35][C:24]2[N:25]([CH3:34])[N:26]=[C:27]([C:28]3[CH:33]=[CH:32][CH:31]=[CH:30][N:29]=3)[C:23]=2[C@@H:22]([C:36]2[CH:45]=[CH:44][C:39]([C:40]([O:42]C)=O)=[CH:38][C:37]=2[CH3:46])[CH2:21][CH2:20]1.[CH3:51][C:52]1[C:57]([NH2:58])=[CH:56][CH:55]=[CH:54][N:53]=1>C1COCC1>[OH:18][C@:19]1([C:47]([F:49])([F:48])[F:50])[CH2:35][C:24]2[N:25]([CH3:34])[N:26]=[C:27]([C:28]3[CH:33]=[CH:32][CH:31]=[CH:30][N:29]=3)[C:23]=2[C@@H:22]([C:36]2[CH:45]=[CH:44][C:39]([C:40]([NH:58][C:57]3[C:52]([CH3:51])=[N:53][CH:54]=[CH:55][CH:56]=3)=[O:42])=[CH:38][C:37]=2[CH3:46])[CH2:21][CH2:20]1 |f:0.1|. Reactants: CC(=O)O[BH-](OC(C)=O)OC(C)=O, CN1CCNCC1, CC(=O)O, CCOC(C)=O, ClCCl, [Na+], O=Cc1cccc(-c2ccn3c(-c4cccc(-n5cccn5)c4)cnc3c2)c1. Yields the product CN1CCN(Cc2cccc(-c3ccn4c(-c5cccc(-n6cccn6)c5)cnc4c3)c2)CC1. RXN SMILES: [C:36]([O:37][BH-:38]([O:39][C:40](=[O:41])[CH3:42])[O:43][C:44](=[O:45])[CH3:46])(=[O:47])[CH3:48].[CH3:29][N:30]1[CH2:31][CH2:32][NH:33][CH2:34][CH2:35]1.[CH3:50][C:51](=[O:52])[OH:53].[CH3:57][CH2:58][O:59][C:60]([CH3:61])=[O:62].[Cl:54][CH2:55][Cl:56].[Na+:49].[n:1]1(-[c:6]2[cH:7][c:8](-[c:12]3[cH:13][n:14][c:15]4[n:16]3[cH:17][cH:18][c:19](-[c:21]3[cH:22][c:23]([CH:24]=[O:25])[cH:26][cH:27][cH:28]3)[cH:20]4)[cH:9][cH:10][cH:11]2)[n:2][cH:3][cH:4][cH:5]1>>[n:1]1(-[c:6]2[cH:7][c:8](-[c:12]3[cH:13][n:14][c:15]4[n:16]3[cH:17][cH:18][c:19](-[c:21]3[cH:22][c:23]([CH2:24][N:33]5[CH2:32][CH2:31][N:30]([CH3:29])[CH2:35][CH2:34]5)[cH:26][cH:27][cH:28]3)[cH:20]4)[cH:9][cH:10][cH:11]2)[n:2][cH:3][cH:4][cH:5]1. The reactants are CCc1cc2c(s1)-n1c(Br)nnc1CN=C2c1ccccc1Cl, ClC(Cl)Cl, [Na+], O=C([O-])O, O=S(=O)(O)O, O=C(Cl)c1cc2ccccc2[nH]1. The product is CCc1cc(C(=O)c2ccccc2Cl)c(-n2c(Br)nnc2CNC(=O)c2cc3ccccc3[nH]2)s1. Reaction SMILES: [Br:1][c:2]1[n:3][n:4][c:5]2[n:6]1-[c:7]1[c:8]([cH:19][c:20]([CH2:22][CH3:23])[s:21]1)[C:9]([c:12]1[c:13]([Cl:18])[cH:14][cH:15][cH:16][cH:17]1)=[N:10][CH2:11]2.[CH:46]([Cl:47])([Cl:48])[Cl:49].[Na+:29].[OH:30][C:31](=[O:32])[O-:33].[S:24](=[O:25])(=[O:26])([OH:27])[OH:28].[nH:34]1[c:35]([C:43](=[O:44])[Cl:45])[cH:36][c:37]2[cH:38][cH:39][cH:40][cH:41][c:42]12>>[Br:1][c:2]1[n:3][n:4][c:5]([CH2:11][NH:10][C:43]([c:35]2[nH:34][c:42]3[c:37]([cH:36]2)[cH:38][cH:39][cH:40][cH:41]3)=[O:44])[n:6]1-[c:7]1[c:8]([C:9]([c:12]2[c:13]([Cl:18])[cH:14][cH:15][cH:16][cH:17]2)=[O:30])[cH:19][c:20]([CH2:22][CH3:23])[s:21]1. Reactants: OC[C@@H](C)N1C(=CC2=C(C(=CC=C12)C#N)C(F)(F)F)C (1-[(1R)-2-Hydroxy-1-methylethyl]-2-methyl-4-(trifluoromethyl)-1H-indole-5-carbonitrile), N1=C(C=CC=C1)O (2-pyridinol). Yields the product CC=1N(C2=CC=C(C(=C2C1)C(F)(F)F)C#N)[C@@H](COC1=NC=CC=C1)C (2-Methyl-1-[(1R)-1-methyl-2-(2-pyridinyloxy)ethyl]-4-(trifluoromethyl)-1H-indole-5-carbonitrile). As a reaction SMILES: [OH:1][CH2:2][C@H:3]([N:5]1[C:13]2[C:8](=[C:9]([C:16]([F:19])([F:18])[F:17])[C:10]([C:14]#[N:15])=[CH:11][CH:12]=2)[CH:7]=[C:6]1[CH3:20])[CH3:4].[N:21]1[CH:26]=[CH:25][CH:24]=[CH:23][C:22]=1O>>[CH3:20][C:6]1[N:5]([C@H:3]([CH3:4])[CH2:2][O:1][C:22]2[CH:23]=[CH:24][CH:25]=[CH:26][N:21]=2)[C:13]2[C:8]([CH:7]=1)=[C:9]([C:16]([F:19])([F:17])[F:18])[C:10]([C:14]#[N:15])=[CH:11][CH:12]=2. Procedure details: Synthesized as described in Example 139C using 1-[(1R)-2-hydroxy-1-methylethyl]-2-methyl-4-(trifluoromethyl)-1H-indole-5-carbonitrile (Example 329) and 2-pyridinol: MS (ES) m/z 360 (M+1). Starting materials: ClC1=CC2=C(N=C(C=3C(N2)=CSC3)SC)C=C1 (6-chloro-10-(methylthio)-4H-thieno[3,4-b][1,5]benzodiazepine), CN1CCNCC1 (N-methylpiperazine). Reagents/catalysts: C(C)(=O)O (acetic acid). The product is ClC1=CC2=C(N=C(C=3C(N2)=CSC3)N3CCN(CC3)C)C=C1 (6-Chloro-10-(4-methyl-1-piperazinyl)-4H-thieno[3,4-b][1,5]benzodiazepine). RXN SMILES: [Cl:1][C:2]1[CH:17]=[CH:16][C:5]2[N:6]=[C:7](SC)[C:8]3[C:9](=[CH:11][S:12][CH:13]=3)[NH:10][C:4]=2[CH:3]=1.[CH3:18][N:19]1[CH2:24][CH2:23][NH:22][CH2:21][CH2:20]1>C(O)(=O)C>[Cl:1][C:2]1[CH:17]=[CH:16][C:5]2[N:6]=[C:7]([N:22]3[CH2:23][CH2:24][N:19]([CH3:18])[CH2:20][CH2:21]3)[C:8]3[C:9](=[CH:11][S:12][CH:13]=3)[NH:10][C:4]=2[CH:3]=1. Procedure details: A solution of 0.7 g. of 6-chloro-10-(methylthio)-4H-thieno[3,4-b][1,5]benzodiazepine in 3.5 ml. of N-methylpiperazine is treated with 1-2 drops of glacial acetic acid and heated under reflux for 4 days. The solution is concentrated to dryness and the residue is warmed with dilute acetic acid. The acidic solution is filtered, cooled, and made alkaline with concentrated ammonium hydroxide. The precipitate is collected, washed with water and recrystallized from acetone-petroleum ether (30°-60° C.) ... Starting materials: C(C1=CC=CC=C1)N1C(=C(C=2C1=C(N=C(C2)CO)N2CC1=CC=CC=C1CC2)C)C ([1-benzyl-7-(3,4-dihydro-1H-isoquinolin-2-yl)-2,3-dimethyl-1H-pyrrolo[2,3-c]pyridin-5-yl]-methanol), Cl (hydrochloric acid). Solvent: C(C)(=O)OCC (ethyl acetate). The product is Cl.C(C1=CC=CC=C1)N1C(=C(C=2C1=C(N=C(C2)CO)N2CC1=CC=CC=C1CC2)C)C ([1-benzyl-7-(3,4-dihydro-1H-isoquinolin-2-yl)-2,3-dimethyl-1H-pyrrolo[2,3-c]pyridin-5-yl]-methanol hydrochloride). RXN SMILES: [CH2:1]([N:8]1[C:12]2=[C:13]([N:19]3[CH2:28][CH2:27][C:26]4[C:21](=[CH:22][CH:23]=[CH:24][CH:25]=4)[CH2:20]3)[N:14]=[C:15]([CH2:17][OH:18])[CH:16]=[C:11]2[C:10]([CH3:29])=[C:9]1[CH3:30])[C:2]1[CH:7]=[CH:6][CH:5]=[CH:4][CH:3]=1.[ClH:31]>C(OCC)(=O)C>[ClH:31].[CH2:1]([N:8]1[C:12]2=[C:13]([N:19]3[CH2:28][CH2:27][C:26]4[C:21](=[CH:22][CH:23]=[CH:24][CH:25]=4)[CH2:20]3)[N:14]=[C:15]([CH2:17][OH:18])[CH:16]=[C:11]2[C:10]([CH3:29])=[C:9]1[CH3:30])[C:2]1[CH:3]=[CH:4][CH:5]=[CH:6][CH:7]=1 |f:3.4|. Procedure: A solution of [1-benzyl-7-(3,4-dihydro-1H-isoquinolin-2-yl)-2,3-dimethyl-1H-pyrrolo[2,3-c]pyridin-5-yl]-methanol prepared in Step 2 in ethyl acetate was saturated with hydrochloric acid gas and then filtered to give 10.2 mg of the titled compound as a white solid.